From a dataset of the Open Reaction Database (ORD), a public repository of structured organic reaction records. describe an organic reaction: reactants, conditions, products, and yield Reactants: O.C(C(=O)C(=O)[O-])(=O)[O-].[Na+].[Na+] (Sodium mesoxalate monohydrate), C(C)(=O)OCC (Ethyl acetate), Cl.FC1=C(C=CC=C1)NN (2-Fluoro-phenylhydrazine hydrochloride). Run in Cl (hydrochloric acid), O (water). Run at time 8 hour. Product: FC1=C(C=CC=C1)NN=C(C(=O)O)C(=O)O ([(2-Fluorophenyl)hydrazono]malonic acid), powder. Isolated yield 95.1%. As a reaction SMILES: O.[C:2]([O-:9])(=[O:8])[C:3]([C:5]([O-:7])=[O:6])=O.[Na+].[Na+].Cl.[F:13][C:14]1[CH:19]=[CH:18][CH:17]=[CH:16][C:15]=1[NH:20][NH2:21].C(OCC)(=O)C>Cl.O>[F:13][C:14]1[CH:19]=[CH:18][CH:17]=[CH:16][C:15]=1[NH:20][N:21]=[C:3]([C:5]([OH:7])=[O:6])[C:2]([OH:9])=[O:8] |f:0.1.2.3,4.5|. Procedure: Sodium mesoxalate monohydrate (2.21 g, 12.3 mmol) was dissolved in 1 M hydrochloric acid (50 ml) to give a colourless cloudy solution. 2-Fluoro-phenylhydrazine hydrochloride (2.00 g, 12.3 mmol) was added portionwise at room temperature to the stirred mixture. A yellow precipitate formed, the mixture was diluted with water (50 ml) and stirring continued overnight. Ethyl acetate (150 ml) was added, the phases were mixed vigorously until the solids had dissolved. The phases were separated and the a... Starting materials: O=C([O-])[O-], CC#N, Fc1cccc(F)c1-c1ncc(Cl)nn1, [K+], [K+], O, Oc1cccc(Cl)c1. Yields the product Fc1cccc(F)c1-c1ncc(Oc2cccc(Cl)c2)nn1. Reaction SMILES: [C:24](=[O:25])([O-:26])[O-:27].[CH3:31][C:32]#[N:33].[Cl:1][c:2]1[cH:3][n:4][c:5](-[c:8]2[c:9]([F:15])[cH:10][cH:11][cH:12][c:13]2[F:14])[n:6][n:7]1.[K+:28].[K+:29].[OH2:30].[OH:16][c:17]1[cH:18][cH:19][cH:20][c:21]([Cl:22])[cH:23]1>>[c:2]1([O:16][c:17]2[cH:18][cH:19][cH:20][c:21]([Cl:22])[cH:23]2)[cH:3][n:4][c:5](-[c:8]2[c:9]([F:15])[cH:10][cH:11][cH:12][c:13]2[F:14])[n:6][n:7]1. The product is ClC1=NC=2N(C(N(C(C2N1CC1=C(C=CC=C1)C)=O)C)=O)C (8-Chloro-1,3-dimethyl-7-(2-methylbenzyl)-3,7-dihydropurine-2,6-dione). Procedure details: From 8-Chorotheophylline (10 g, 47 mmol) and 2-methylbenzyl bromide (13.6 ml, 103 mmol). The benzyl bromide was added in two portions. First half at reaction start as described in general procedure (E), and the other half after 24 hours as the reaction had not completed. As a reaction SMILES: [Cl:1][C:2]1[NH:11][C:10]2[C:9](=[O:12])[N:7]([CH3:8])[C:6](=[O:13])[N:5]([CH3:14])[C:4]=2[N:3]=1.[CH3:15][C:16]1[CH:23]=[CH:22][CH:21]=[CH:20][C:17]=1[CH2:18]Br.C(Br)C1C=CC=CC=1>>[Cl:1][C:2]1[N:11]([CH2:15][C:16]2[CH:23]=[CH:22][CH:21]=[CH:20][C:17]=2[CH3:18])[C:10]2[C:9](=[O:12])[N:7]([CH3:8])[C:6](=[O:13])[N:5]([CH3:14])[C:4]=2[N:3]=1. Reaction conditions: time 24 hour. Reactants: ClC1=NC=2N(C(N(C)C(C2N1)=O)=O)C (8-Chorotheophylline), CC1=C(CBr)C=CC=C1 (2-methylbenzyl bromide), C(C1=CC=CC=C1)Br (benzyl bromide). The reactants are CSc1nc(N2CCOCC2)c2cc(CN3CCN(S(C)(=O)=O)CC3)sc2n1, CCCC[Sn](CCCC)(CCCC)c1cnc(NC)nc1, COCCOC, CCOC(C)=O, CSC, [Cu]Br, c1ccc(P(c2ccccc2)(c2ccccc2)[Pd](P(c2ccccc2)(c2ccccc2)c2ccccc2)(P(c2ccccc2)(c2ccccc2)c2ccccc2)P(c2ccccc2)(c2ccccc2)c2ccccc2)cc1. Yields the product CNc1ncc(-c2nc(N3CCOCC3)c3cc(CN4CCN(S(C)(=O)=O)CC4)sc3n2)cn1. Reaction SMILES: [CH3:1][S:2](=[O:3])(=[O:4])[N:5]1[CH2:6][CH2:7][N:8]([CH2:11][c:12]2[cH:13][c:14]3[c:15]([n:16][c:17]([S:26][CH3:27])[n:18][c:19]3[N:20]3[CH2:21][CH2:22][O:23][CH2:24][CH2:25]3)[s:28]2)[CH2:9][CH2:10]1.[CH3:29][NH:30][c:31]1[n:32][cH:33][c:34]([Sn:37]([CH2:38][CH2:39][CH2:40][CH3:41])([CH2:42][CH2:43][CH2:44][CH3:45])[CH2:46][CH2:47][CH2:48][CH3:49])[cH:35][n:36]1.[CH3:50][O:51][CH2:52][CH2:53][O:54][CH3:55].[CH3:56][CH2:57][O:58][C:59](=[O:60])[CH3:61].[CH3:62][S:63][CH3:64].[Cu:65][Br:66].[cH:67]1[cH:68][cH:69][c:70]([P:71]([Pd:72]([P:73]([c:74]2[cH:75][cH:76][cH:77][cH:78][cH:79]2)([c:80]2[cH:81][cH:82][cH:83][cH:84][cH:85]2)[c:86]2[cH:87][cH:88][cH:89][cH:90][cH:91]2)([P:92]([c:93]2[cH:94][cH:95][cH:96][cH:97][cH:98]2)([c:99]2[cH:100][cH:101][cH:102][cH:103][cH:104]2)[c:105]2[cH:106][cH:107][cH:108][cH:109][cH:110]2)[P:111]([c:112]2[cH:113][cH:114][cH:115][cH:116][cH:117]2)([c:118]2[cH:119][cH:120][cH:121][cH:122][cH:123]2)[c:124]2[cH:125][cH:126][cH:127][cH:128][cH:129]2)([c:130]2[cH:131][cH:132][cH:133][cH:134][cH:135]2)[c:136]2[cH:137][cH:138][cH:139][cH:140][cH:141]2)[cH:142][cH:143]1>>[CH3:1][S:2](=[O:3])(=[O:4])[N:5]1[CH2:6][CH2:7][N:8]([CH2:11][c:12]2[cH:13][c:14]3[c:15]([n:16][c:17](-[c:34]4[cH:33][n:32][c:31]([NH:30][CH3:29])[n:36][cH:35]4)[n:18][c:19]3[N:20]3[CH2:21][CH2:22][O:23][CH2:24][CH2:25]3)[s:28]2)[CH2:9][CH2:10]1. The reactants are C(#N)C=1C(=CC(=C(C(=O)NCC2=CC(=CC=C2)[N+](=O)[O-])C1)O)F (5-cyano-4-fluoro-2-hydroxy-N-(3-nitro-benzyl)-benzamide), C(C)OC(COC1=C(C=C(C(=C1)F)C#N)C(NCC1=CC(=CC=C1)[N+](=O)[O-])=O)=O ([4-cyano-5-fluoro-2-(3-nitro-benzylcarbamoyl)-phenoxy]-acetic acid ethyl ester), CO (methanol). Solvent: O1CCOCC1 (dioxane), ClCCl (dichloromethane). The product is C(#N)C1=CC(=C(OCC(=O)O)C=C1F)C(NCC1=CC(=CC=C1)[N+](=O)[O-])=O ([4-Cyano-5-fluoro-2-(3-nitro-benzylcarbamoyl)-phenoxy]-acetic acid). As a reaction SMILES: C(C1C(F)=CC(O)=C(C=1)C(NCC1C=CC=C([N+]([O-])=O)C=1)=O)#N.C([O:26][C:27](=[O:52])[CH2:28][O:29][C:30]1[CH:35]=[C:34]([F:36])[C:33]([C:37]#[N:38])=[CH:32][C:31]=1[C:39](=[O:51])[NH:40][CH2:41][C:42]1[CH:47]=[CH:46][CH:45]=[C:44]([N+:48]([O-:50])=[O:49])[CH:43]=1)C.CO>O1CCOCC1.ClCCl>[C:37]([C:33]1[C:34]([F:36])=[CH:35][C:30]([O:29][CH2:28][C:27]([OH:52])=[O:26])=[C:31]([C:39](=[O:51])[NH:40][CH2:41][C:42]2[CH:47]=[CH:46][CH:45]=[C:44]([N+:48]([O-:50])=[O:49])[CH:43]=2)[CH:32]=1)#[N:38]. Reported procedure: [4-Cyano-5-fluoro-2-(3-nitro-benzylcarbamoyl)-phenoxy]-acetic acid was prepared in an analogous manner to that set forth in Example 45 (Steps 8-9) except that in Step 8, 5-cyano-4-fluoro-2-hydroxy-N-(3-nitro-benzyl)-benzamide was used in place of N-(4-bromo-2-fluorobenzyl)-4-fluoro-2-hydroxy-5-methyl-benzamide. In Step 9, special care was taken in the hydrolysis of [4-cyano-5-fluoro-2-(3-nitro-benzylcarbamoyl)-phenoxy]-acetic acid ethyl ester. The hydrolysis was performed in dioxane instead of e... The reactants are CCOC(C)=O, CCCCCC, CC(C)O, CC(N)c1ccccc1, [Cu]I, Ic1ccccc1, [K+], [K+], [K+], OCCO, O=P([O-])([O-])[O-]. The product is CC(Nc1ccccc1)c1ccccc1. Reaction SMILES: [C:31]([O:32][CH2:33][CH3:34])(=[O:35])[CH3:36].[CH3:37][CH2:38][CH2:39][CH2:40][CH2:41][CH3:42].[CH3:43][CH:44]([OH:45])[CH3:46].[CH3:9][CH:10]([c:11]1[cH:12][cH:13][cH:14][cH:15][cH:16]1)[NH2:17].[Cu:29][I:30].[I:18][c:19]1[cH:20][cH:21][cH:22][cH:23][cH:24]1.[K+:6].[K+:7].[K+:8].[OH:25][CH2:26][CH2:27][OH:28].[P:1]([O-:2])([O-:3])([O-:4])=[O:5]>>[CH3:9][CH:10]([c:11]1[cH:12][cH:13][cH:14][cH:15][cH:16]1)[NH:17][c:19]1[cH:20][cH:21][cH:22][cH:23][cH:24]1. Starting materials: BrBr (Bromine), C(C)(=O)C=1SC(=CC1)C (2-acetyl-5-methylthiophene), CC(=O)[O-].[Na+] (NaOAc). Run in O (water). Yields the product BrC=1C=C(SC1C)C(C)=O (1-(4-bromo-5-methyl-thiophen-2-yl)-ethanone). RXN SMILES: [Br:1]Br.[C:3]([C:6]1[S:7][C:8]([CH3:11])=[CH:9][CH:10]=1)(=[O:5])[CH3:4].CC([O-])=O.[Na+]>O>[Br:1][C:9]1[CH:10]=[C:6]([C:3](=[O:5])[CH3:4])[S:7][C:8]=1[CH3:11] |f:2.3|. Procedure details: Bromine (9.7 ml) is added to a solution of 2-acetyl-5-methylthiophene (26.6 g) and NaOAc (17.2 g) in water (100 ml) at room temperature. After 12 hours at room temperature the reaction is quenched with a 1M aqueous solution of sodium thiosulfate (100 ml) and extracted three times with ethyl acetate (250 ml). The organic phases are combined, washed with a saturated aqueous solution of NaCl, dried over MgSO4 and concentrated in vacuo to yield 1-(4-bromo-5-methyl-thiophen-2-yl)-ethanone (41.8 g) as... Starting materials: [Cl-].[NH4+] (ammonium chloride), C([O-])([O-])=O.[K+].[K+] (potassium carbonate), CC1=C(C=C(C=C1)[N+](=O)[O-])NC(C=CC=1C=NC=NC1)=O (N-(2-methyl-5-nitrophenyl)-3-(pyrimidin-5-yl)acrylamide), C(C)O (ethanol). Reagents/catalysts: [Fe] (iron). Run in O (water). Reaction conditions: temperature 70 celsius. Yields the product NC=1C=CC(=C(C1)NC(C=CC=1C=NC=NC1)=O)C (N-(5-amino-2-methylphenyl)-3-(pyrimidin-5-yl)acrylamide). Reaction SMILES: [CH3:1][C:2]1[CH:7]=[CH:6][C:5]([N+:8]([O-])=O)=[CH:4][C:3]=1[NH:11][C:12](=[O:21])[CH:13]=[CH:14][C:15]1[CH:16]=[N:17][CH:18]=[N:19][CH:20]=1.C(O)C.[Cl-].[NH4+].C(=O)([O-])[O-].[K+].[K+]>[Fe].O>[NH2:8][C:5]1[CH:6]=[CH:7][C:2]([CH3:1])=[C:3]([NH:11][C:12](=[O:21])[CH:13]=[CH:14][C:15]2[CH:20]=[N:19][CH:18]=[N:17][CH:16]=2)[CH:4]=1 |f:2.3,4.5.6|. Reported procedure: 1.42 g of the product of step 4 was added to a mixture of ethanol (90 ml) and water (30 ml), and then 2.24 g of iron powder and 0.80 g of ammonium chloride were added. After addition, the solution was heated to 70° C. and reacted for 30 min. The completion of reaction was indicated by TLC. The reaction mixture was filtered. The filter cake was washed with hot ethanol repeatedly. The filtrate was concentrated under reduced pressure to give a yellow solid. Then 20 ml of potassium carbonate solutio... The reactants are resultant mixture, CN (methylamine), FC1=CC=C(CN2C(C=3N(CC2)C=C(C3O)C(=O)OCC)=O)C=C1 (ethyl 2-(4-fluorobenzyl)-8-hydroxy-1-oxo-1,2,3,4-tetrahydropyrrolo[1,2-a]pyrazine-7-carboxylate), [Cl-].[Al+3].[Cl-].[Cl-] (aluminum chloride). Solvent: C(Cl)(Cl)Cl (chloroform). Product: FC1=CC=C(CN2C(C=3N(CC2)C=C(C3O)C(=O)NC)=O)C=C1 (2-(4-Fluorobenzyl)-8-hydroxy-N-methyl-1-oxo-1,2,3,4-tetrahydro-pyrrolo[1,2-a]pyrazine-7-carboxamide). As a reaction SMILES: [CH3:1][NH2:2].[F:3][C:4]1[CH:26]=[CH:25][C:7]([CH2:8][N:9]2[CH2:14][CH2:13][N:12]3[CH:15]=[C:16]([C:19]([O:21]CC)=O)[C:17]([OH:18])=[C:11]3[C:10]2=[O:24])=[CH:6][CH:5]=1.[Cl-].[Al+3].[Cl-].[Cl-]>C(Cl)(Cl)Cl>[F:3][C:4]1[CH:26]=[CH:25][C:7]([CH2:8][N:9]2[CH2:14][CH2:13][N:12]3[CH:15]=[C:16]([C:19]([NH:2][CH3:1])=[O:21])[C:17]([OH:18])=[C:11]3[C:10]2=[O:24])=[CH:6][CH:5]=1 |f:2.3.4.5|. Procedure details: Anhydrous methylamine gas was bubbled through a mixture of ethyl 2-(4-fluorobenzyl)-8-hydroxy-1-oxo-1,2,3,4-tetrahydropyrrolo[1,2-a]pyrazine-7-carboxylate (3.0 g, 9.0 mmol) and anhydrous aluminum chloride (3.0 g, 22.5 mmol) in anhydrous chloroform (45 mL) at 0° C. for 5 minutes. The resultant mixture was heated in a seal tube at 70° C. overnight and concentrated under vacuum. The residue partitioned between aqueous HCl and chloroform. The organic extract was dried over anhydrous magnesium sulfat... The product is NC1=NC=CC(=C1[N+](=O)[O-])OC1=CC(=C(C=C1)NC(=O)NC1=C(C=CC(=C1)C(F)(F)F)F)F (1-(4-(2-amino-3-nitropyridin-4-yloxy)-2-fluorophenyl)-3-(2-fluoro-5-(trifluoro-methyl)phenyl)urea). The reactants are NC1=C(C=C(OC2=C(C(=NC=C2)N)[N+](=O)[O-])C=C1)F (4-(4-amino-3-fluorophenoxy)-3-nitropyridin-2-amine), FC1=C(C=C(C=C1)C(F)(F)F)N=C=O (2-fluoro-5-trifluoromethylphenyl isocyanate). Yield: 85.0%. Reaction SMILES: [NH2:1][C:2]1[CH:18]=[CH:17][C:5]([O:6][C:7]2[CH:12]=[CH:11][N:10]=[C:9]([NH2:13])[C:8]=2[N+:14]([O-:16])=[O:15])=[CH:4][C:3]=1[F:19].[F:20][C:21]1[CH:26]=[CH:25][C:24]([C:27]([F:30])([F:29])[F:28])=[CH:23][C:22]=1[N:31]=[C:32]=[O:33]>>[NH2:13][C:9]1[C:8]([N+:14]([O-:16])=[O:15])=[C:7]([O:6][C:5]2[CH:17]=[CH:18][C:2]([NH:1][C:32]([NH:31][C:22]3[CH:23]=[C:24]([C:27]([F:28])([F:30])[F:29])[CH:25]=[CH:26][C:21]=3[F:20])=[O:33])=[C:3]([F:19])[CH:4]=2)[CH:12]=[CH:11][N:10]=1. Procedure: Using Method F2 with 4-(4-amino-3-fluorophenoxy)-3-nitropyridin-2-amine and 2-fluoro-5-trifluoromethylphenyl isocyanate, the title compound was obtained (yield 85%).